Dataset: the Open Reaction Database (ORD), a public repository of structured organic reaction records. Task: describe an organic reaction: reactants, conditions, products, and yield Starting materials: solution, C1(=CC=CC=C1)OCC=C (allyl phenyl ether), C(C)OC(=O)C1C(=C(CCC1(C)C)C)CC (2-ethyl-3,6,6-trimethyl-2-cyclohexene-1-carboxylic acid ethyl ester), [Li] (lithium), ice water. Run in CCOCC (ether), CCOCC (ether), O1CCCC1 (tetrahydrofuran). Reaction conditions: temperature 0 celsius, time 30 minute. Product: C(C)C=1C(C(CCC1C)(C)C)C(CC=C)=O (2-ethyl-3,6,6-trimethyl-1-[but-3-enoyl]-2-cyclohexene). Isolated yield 85.1%. RXN SMILES: [Li].[C:2]1(OCC=C)[CH:7]=CC=C[CH:3]=1.C(O[C:15]([CH:17]1[C:22]([CH3:24])([CH3:23])[CH2:21][CH2:20][C:19]([CH3:25])=[C:18]1[CH2:26][CH3:27])=[O:16])C>O1CCCC1.CCOCC>[CH2:26]([C:18]1[CH:17]([C:15](=[O:16])[CH2:7][CH:2]=[CH2:3])[C:22]([CH3:23])([CH3:24])[CH2:21][CH2:20][C:19]=1[CH3:25])[CH3:27] |^1:0|. Reported procedure: A few crystals of diphenyl are added to a suspension, cooled to 5°-10° C and held under a nitrogen atmosphere, of 2.4 g (0.35 g-atoms) of finely cut lithium wire in 40 ml of absolute tetrahydrofuran. 2 ml of a solution of 9.4 g (70 mmol) of allyl phenyl ether in 10 ml of absolute ether are then added. After a greenish coloration sets in, the rest of the solution is added dropwise at -15° C. After completion of the addition, the mixture is stirred for 30 minutes at 0° C. The resulting allyl lithi... Reactants: ClCCl, CO, [Cl-], NNc1ccc([N+](=O)[O-])cc1[N+](=O)[O-], NC1C(=O)N2CC(C(=O)OCc3ccc([N+](=O)[O-])cc3)(N3CCN(N=Cc4ccccc4)C3=O)SC12, [Na+], [Na+], O, O, O=C([O-])O, Cc1ccc(S(=O)(=O)O)cc1. Yields the product NC1C(=O)N2CC(C(=O)OCc3ccc([N+](=O)[O-])cc3)(N3CCN(N)C3=O)SC12. RXN SMILES: [CH2:73]([Cl:74])[Cl:75].[CH3:71][OH:72].[Cl-:69].[N+:37]([c:38]1[cH:39][c:40]([N+:41]([O-:42])=[O:43])[cH:44][cH:45][c:46]1[NH:47][NH2:48])([O-:49])=[O:50].[NH2:1][CH:2]1[CH:3]2[S:4][C:5]([C:10](=[O:11])[O:12][CH2:13][c:14]3[cH:15][cH:16][c:17]([N+:20](=[O:21])[O-:22])[cH:18][cH:19]3)([N:23]3[C:24](=[O:36])[N:25]([N:28]=[CH:29][c:30]4[cH:31][cH:32][cH:33][cH:34][cH:35]4)[CH2:26][CH2:27]3)[CH2:6][N:7]2[C:8]1=[O:9].[Na+:63].[Na+:68].[OH2:51].[OH2:70].[OH:64][C:65](=[O:66])[O-:67].[c:52]1([CH3:53])[cH:54][cH:55][c:56]([S:57]([OH:58])(=[O:59])=[O:60])[cH:61][cH:62]1>>[NH2:1][CH:2]1[CH:3]2[S:4][C:5]([C:10](=[O:11])[O:12][CH2:13][c:14]3[cH:15][cH:16][c:17]([N+:20](=[O:21])[O-:22])[cH:18][cH:19]3)([N:23]3[C:24](=[O:36])[N:25]([NH2:28])[CH2:26][CH2:27]3)[CH2:6][N:7]2[C:8]1=[O:9]. Starting materials: Br.ClC1=C(C=CC=C1)C1(CC1)C1N(CCC2=CC(=C(C=C12)O)F)C (1-[1-(2-chlorophenyl)cyclopropyl]-6-fluoro-7-hydroxy-2-methyl-1,2,3,4-tetrahydroisoquinoline hydrobromide), C(\C=C/C(=O)O)(=O)O (maleic acid). Run in C(C)(=O)OCC (ethyl acetate), C(C)(=O)OCC (ethyl acetate). Product: C(\C=C/C(=O)O)(=O)O.ClC1=C(C=CC=C1)C1(CC1)C1N(CCC2=CC(=C(C=C12)O)F)C (1-[1-(2-chlorophenyl)cyclopropyl]-6-fluoro-7-hydroxy-2-methyl-1,2,3,4-tetrahydroisoquinoline maleate). RXN SMILES: Br.[Cl:2][C:3]1[CH:8]=[CH:7][CH:6]=[CH:5][C:4]=1[C:9]1([CH:12]2[C:21]3[C:16](=[CH:17][C:18]([F:23])=[C:19]([OH:22])[CH:20]=3)[CH2:15][CH2:14][N:13]2[CH3:24])[CH2:11][CH2:10]1.[C:25]([OH:32])(=[O:31])/[CH:26]=[CH:27]\[C:28]([OH:30])=[O:29]>C(OCC)(=O)C>[C:25]([OH:32])(=[O:31])/[CH:26]=[CH:27]\[C:28]([OH:30])=[O:29].[Cl:2][C:3]1[CH:8]=[CH:7][CH:6]=[CH:5][C:4]=1[C:9]1([CH:12]2[C:21]3[C:16](=[CH:17][C:18]([F:23])=[C:19]([OH:22])[CH:20]=3)[CH2:15][CH2:14][N:13]2[CH3:24])[CH2:11][CH2:10]1 |f:0.1,4.5|. Procedure: A solution of 1-[1-(2-chlorophenyl)cyclopropyl]-6-fluoro-7-hydroxy-2-methyl-1,2,3,4-tetrahydroisoquinoline hydrobromide (1 g, prepared in a similar manner to that described in Example 61) in ethyl acetate (30 ml) was mixed with a solution of maleic acid (0.24 g) in ethyl acetate (8 ml) and the mixture warmed to form a solution. The solution was cooled to yield 1-[1-(2-chlorophenyl)cyclopropyl]-6-fluoro-7-hydroxy-2-methyl-1,2,3,4-tetrahydroisoquinoline maleate, m.p. 183°-184° C. Yield 0.9 g.